From a dataset of the Open Reaction Database (ORD), a public repository of structured organic reaction records. describe an organic reaction: reactants, conditions, products, and yield Starting materials: FC(S(=O)(=O)O)(F)F (trifluoromethanesulfonic acid), C1(O)=CC(O)=CC=C1 (resorcinol), ClCCC(=O)O (3-chloropropionic acid), ice water. Solvent: C(Cl)Cl (DCM). Conditions: time 10 minute. The product is ClCCC(=O)C1=C(C=C(C=C1)O)O (3-chloro-1-(2,4-dihydroxy-phenyl)-propan-1-one), solid. Reaction SMILES: [C:1]1([CH:8]=[CH:7][CH:6]=[C:4]([OH:5])[CH:3]=1)[OH:2].[Cl:9][CH2:10][CH2:11][C:12](O)=[O:13].FC(F)(F)S(O)(=O)=O>C(Cl)Cl>[Cl:9][CH2:10][CH2:11][C:12]([C:6]1[CH:7]=[CH:8][C:1]([OH:2])=[CH:3][C:4]=1[OH:5])=[O:13]. Procedure: To a stirred mixture of resorcinol (5 g, 45.5 mmol) and 3-chloropropionic acid (5.2 g, 48 mmol), is added trifluoromethanesulfonic acid (25 g, 166 mmol) in one portion. The mixture is stirred at room temperature for 10 min, then heated at 80° C. for 30 min. The reaction is cooled to room temperature and the mixture is diluted with DCM (200 mL). The solution is slowly poured into ice water (200 mL). The bi-layer is separated, and the aqueous phase is extracted with DCM (2×40 mL). The combined org... Reactants: NC=1C=2N(C=CC1)C(=C(N2)C)C=O (8-amino-3-formyl-2-methylimidazo[1,2-a]pyridine), C([O-])([O-])=O.[Na+].[Na+] (sodium carbonate), C(C)(C)(C)OC(=O)NC1=C(CCl)C(=CC=C1)C (2-tert-butoxycarbonylamino-6-methylbenzylchloride), [I-].[Na+] (sodium iodide). Run in CC(=O)C (acetone). Yields the product C(C)(C)(C)OC(=O)NC1=C(CNC=2C=3N(C=CC2)C(=C(N3)C)C=O)C(=CC=C1)C (8-(2-tert-Butoxycarbonylamino-6-methylbenzylamino)-3-formyl-2-methylimidazo[1,2-a]pyridine). Reaction SMILES: [NH2:1][C:2]1[C:3]2[N:4]([C:8]([CH:12]=[O:13])=[C:9]([CH3:11])[N:10]=2)[CH:5]=[CH:6][CH:7]=1.[C:14]([O:18][C:19]([NH:21][C:22]1[CH:29]=[CH:28][CH:27]=[C:26]([CH3:30])[C:23]=1[CH2:24]Cl)=[O:20])([CH3:17])([CH3:16])[CH3:15].[I-].[Na+].C(=O)([O-])[O-].[Na+].[Na+]>CC(C)=O>[C:14]([O:18][C:19]([NH:21][C:22]1[CH:29]=[CH:28][CH:27]=[C:26]([CH3:30])[C:23]=1[CH2:24][NH:1][C:2]1[C:3]2[N:4]([C:8]([CH:12]=[O:13])=[C:9]([CH3:11])[N:10]=2)[CH:5]=[CH:6][CH:7]=1)=[O:20])([CH3:17])([CH3:16])[CH3:15] |f:2.3,4.5.6|. Reported procedure: The title compound is prepared according to the procedure described for example 7 starting from 8-amino-3-formyl-2-methylimidazo[1,2-a]pyridine (4.0 g), 2-tert-butoxycarbonylamino-6-methylbenzylchloride (7.0 g), sodium iodide (4.1 g) and sodium carbonate (6.1 g) in acetone (250 ml). Purification by chromatography on silica gel (toluene/dioxane 9:1 as eluent) and crystallization from diisopropyl ether yield 7.3 g (81%) of m.p. 210°-212° C. The reactants are Cc1ccccc1, CCCCCC, CC(C)N(CCCl)C(C)C, [NH2-], [Na], O, N#CCc1ccc(-c2ccccc2)cc1. The product is CC(C)N(CCC(C#N)c1ccc(-c2ccccc2)cc1)C(C)C. RXN SMILES: [CH3:26][c:27]1[cH:28][cH:29][cH:30][cH:31][cH:32]1.[CH3:35][CH2:36][CH2:37][CH2:38][CH2:39][CH3:40].[Cl:16][CH2:17][CH2:18][N:19]([CH:20]([CH3:21])[CH3:22])[CH:23]([CH3:24])[CH3:25].[NH2-:34].[Na:33].[OH2:41].[c:1]1(-[c:10]2[cH:11][cH:12][cH:13][cH:14][cH:15]2)[cH:2][cH:3][c:4]([CH2:7][C:8]#[N:9])[cH:5][cH:6]1>>[c:1]1(-[c:10]2[cH:11][cH:12][cH:13][cH:14][cH:15]2)[cH:2][cH:3][c:4]([CH:7]([C:8]#[N:9])[CH2:17][CH2:18][N:19]([CH:20]([CH3:21])[CH3:22])[CH:23]([CH3:24])[CH3:25])[cH:5][cH:6]1. The reactants are [BH4-].[Na+] (Sodium borohydride), C(C)(=O)C1=CC(=C(NS(=O)(=O)C)C=C1)SC1=C(C=C(C=C1)Cl)Cl (4'-acetyl-2'-(2,4-dichlorophenylthio)methanesulfonanilide), C(C)(=O)O (acetic acid). Solvent: O1CCCC1 (tetrahydrofuran), CO (methanol). Run at time 9 hour. Yields the product ClC1=C(C=CC(=C1)Cl)SC1=C(NS(=O)(=O)C)C=CC(=C1)C(C)O (2'-(2,4-dichlorophenylthio)-4'-(1-hydroxyethyl)methanesulfonanilide). The yield is 86.2%. RXN SMILES: [BH4-].[Na+].[C:3]([C:6]1[CH:16]=[CH:15][C:9]([NH:10][S:11]([CH3:14])(=[O:13])=[O:12])=[C:8]([S:17][C:18]2[CH:23]=[CH:22][C:21]([Cl:24])=[CH:20][C:19]=2[Cl:25])[CH:7]=1)(=[O:5])[CH3:4].C(O)(=O)C>O1CCCC1.CO>[Cl:25][C:19]1[CH:20]=[C:21]([Cl:24])[CH:22]=[CH:23][C:18]=1[S:17][C:8]1[CH:7]=[C:6]([CH:3]([OH:5])[CH3:4])[CH:16]=[CH:15][C:9]=1[NH:10][S:11]([CH3:14])(=[O:13])=[O:12] |f:0.1|. Procedure: Sodium borohydride (0.22 g) was added portionwise to a solution of 4'-acetyl-2'-(2,4-dichlorophenylthio)methanesulfonanilide (1.5 g) in tetrahydrofuran (20 ml) and methanol (10 ml) at room temperature. The mixture was stirred for 9 hours, treated with acetic acid, and concentrated under reduced pressure. The residue was dissolved in ethyl acetate, washed with an aqueous solution of sodium bicarbonate, and dried. The solution was evaporated to dryness and the residue was recrystallized from a mix...